Task: describe an organic reaction: reactants, conditions, products, and yield. Dataset: the Open Reaction Database (ORD), a public repository of structured organic reaction records Starting materials: CSC1=CC=C(C=C1)C(CCC(=O)O)=O (4-[4-(Methylthio)phenyl]-4-oxobutanoic acid), [H-].C(C)[SiH](CC)CC (triethylsilane hydride). The solvent is FC(C(=O)O)(F)F (trifluoroacetic acid). Reaction conditions: temperature 0 celsius, time 18 hour. Yields the product CSC1=CC=C(C=C1)CCCC(=O)O (4-[4-(Methylthio)phenyl]butanoic acid). Reaction SMILES: [CH3:1][S:2][C:3]1[CH:8]=[CH:7][C:6]([C:9](=O)[CH2:10][CH2:11][C:12]([OH:14])=[O:13])=[CH:5][CH:4]=1.[H-].C([SiH](CC)CC)C>FC(F)(F)C(O)=O>[CH3:1][S:2][C:3]1[CH:4]=[CH:5][C:6]([CH2:9][CH2:10][CH2:11][C:12]([OH:14])=[O:13])=[CH:7][CH:8]=1 |f:1.2|. Reported procedure: In a 500 ml round-bottomed flask, 0.088 mol of the compound obtained in Step A is dissolved in 0.881 ml of trifluoroacetic acid. The solution is cooled to 0° C. with the aid of an ice bath and 0.220 ml of triethylsilane hydride is added with the aid of a dropping funnel. The reaction mixture is stirred for 18 hours at ambient temperature and is then hydrolysed. The precipitate formed is filtered off under suction, is washed with water and with cyclohexane and is then dissolved in ethyl acetate. ... Starting materials: CC(C)(C)OC(=O)N(C(=O)OC(C)(C)C)c1ncc(CBr)cn1, CCOC(=O)CC(=O)OCC, CCOC(C)=O, [H-], [Na+], CN(C)C=O. The product is CCOC(=O)C(Cc1cnc(N(C(=O)OC(C)(C)C)C(=O)OC(C)(C)C)nc1)C(=O)OCC. Reaction SMILES: [Br:14][CH2:15][c:16]1[cH:17][n:18][c:19]([N:22]([C:23](=[O:24])[O:25][C:26]([CH3:27])([CH3:28])[CH3:29])[C:30](=[O:31])[O:32][C:33]([CH3:34])([CH3:35])[CH3:36])[n:20][cH:21]1.[C:1]([CH2:2][C:3](=[O:4])[O:5][CH2:6][CH3:7])(=[O:8])[O:9][CH2:10][CH3:11].[CH3:37][CH2:38][O:39][C:40]([CH3:41])=[O:42].[H-:13].[Na+:12].[O:43]=[CH:44][N:45]([CH3:46])[CH3:47]>>[C:1]([CH:2]([C:3](=[O:4])[O:5][CH2:6][CH3:7])[CH2:15][c:16]1[cH:17][n:18][c:19]([N:22]([C:23](=[O:24])[O:25][C:26]([CH3:27])([CH3:28])[CH3:29])[C:30](=[O:31])[O:32][C:33]([CH3:34])([CH3:35])[CH3:36])[n:20][cH:21]1)(=[O:8])[O:9][CH2:10][CH3:11]. Starting materials: O=C([O-])[O-], Cc1nc(O)c([N+](=O)[O-])c(N2CCc3ccccc3CC2)n1, CN(C)C=O, ClCCN1CCOCC1, Cl, [K+], [K+]. The product is Cc1nc(OCCN2CCOCC2)c([N+](=O)[O-])c(N2CCc3ccccc3CC2)n1. Reaction SMILES: [C:33](=[O:34])([O-:35])[O-:36].[CH3:1][c:2]1[n:3][c:4]([N:12]2[CH2:13][CH2:14][c:15]3[c:16]([cH:19][cH:20][cH:21][cH:22]3)[CH2:17][CH2:18]2)[c:5]([N+:9](=[O:10])[O-:11])[c:6]([OH:8])[n:7]1.[CH3:39][N:40]([CH3:41])[CH:42]=[O:43].[Cl:24][CH2:25][CH2:26][N:27]1[CH2:28][CH2:29][O:30][CH2:31][CH2:32]1.[ClH:23].[K+:37].[K+:38]>>[CH3:1][c:2]1[n:3][c:4]([N:12]2[CH2:13][CH2:14][c:15]3[c:16]([cH:19][cH:20][cH:21][cH:22]3)[CH2:17][CH2:18]2)[c:5]([N+:9](=[O:10])[O-:11])[c:6]([O:8][CH2:25][CH2:26][N:27]2[CH2:28][CH2:29][O:30][CH2:31][CH2:32]2)[n:7]1. The reactants are BrC=1C=CC=C2C(N(C(=NC12)Cl)C(C)C)=O (8-bromo-2-chloro-3-isopropylquinazolin-4(3H)-one), C(C)(C)(C)N (tert-butylamine), O (water). The solvent is C(Cl)Cl (DCM). The product is BrC=1C=CC=C2C(N(C(=NC12)NC(C)(C)C)C(C)C)=O (8-bromo-2-(tert-butylamino)-3-isopropylquinazolin-4(3H)-one). Isolated yield 86.7%. RXN SMILES: [Br:1][C:2]1[CH:3]=[CH:4][CH:5]=[C:6]2[C:11]=1[N:10]=[C:9](Cl)[N:8]([CH:13]([CH3:15])[CH3:14])[C:7]2=[O:16].[C:17]([NH2:21])([CH3:20])([CH3:19])[CH3:18].O>C(Cl)Cl>[Br:1][C:2]1[CH:3]=[CH:4][CH:5]=[C:6]2[C:11]=1[N:10]=[C:9]([NH:21][C:17]([CH3:20])([CH3:19])[CH3:18])[N:8]([CH:13]([CH3:15])[CH3:14])[C:7]2=[O:16]. Reported procedure: A slurry of 8-bromo-2-chloro-3-isopropylquinazolin-4(3H)-one (406c, 0.40 g, 1.326 mmol) and tert-butylamine (4.18 mL, 39.8 mmol) was heated in a sealed tube at 80° C. overnight. The reaction was treated with ice, water, and DCM. The cloudy aq. layer was extracted 4×DCM and 1× EtOAc. The combined organics were dried over anhydrous Na2SO4, filtered, and concentrated in vacuo. The material was treated with DCM and purified by silica gel chromatography (24 g column) using 0-40% EtOAc/hexanes. The pr... Starting materials: N1C(=O)NC(=O)CC1=O (Barbituric acid), FC1=C(C=C2CC3(C(NC(NC3=O)=O)=O)[C@@H]3N(C2=C1F)C[C@H](O[C@H]3C)C)C(C3=NC=CN=C3)=NO ((2R,4S,4aS)-rel-9,10-difluoro-8-[(hydroxyimino)(pyrazin-2-yl)methyl]-2,4-dimethyl-1,2,4,4a-tetrahydro-2′H,6H-spiro[1,4-oxazino[4,3-a]quinoline-5,5′-pyrimidine]-2′,4′,6′(1′H,3′H)-trione), FC1=C(C=C2CC3(C(NC(NC3=O)=O)=O)[C@@H]3N(C2=C1F)C[C@H](O[C@H]3C)C)C(C3=NC=CN=C3)=NO ((2R,4S,4aS)-rel-9,10-difluoro-8-[(hydroxyimino)(pyrazin-2-yl)methyl]-2,4-dimethyl-1,2,4,4a-tetrahydro-2′H,6H-spiro[1,4-oxazino[4,3-a]quinoline-5,5′-pyrimidine]-2′,4′,6′(1′H,3′H)-trione). Yields the product FC=1C2=C(C=C3CC4(C(NC(NC4=O)=O)=O)[C@@H]4N(C13)C[C@H](O[C@H]4C)C)C(=NO2)C2=NC=CN=C2 ((2R,4S,4aS)-rel-11-fluoro-2,4-dimethyl-8-(pyrazin-2-yl)-1,2,4,4a-tetrahydro-2′H,6H-spiro[1,4-oxazino[4,3-a][1,2]oxazolo[4,5-g]quinoline-5,5′-pyrimidine]-2′,4′,6′(1′H,3′H)-trione). RXN SMILES: N1C(=O)CC(=O)NC1=O.F[C:11]1[C:28]([F:29])=[C:27]2[C:14]([CH2:15][C:16]3([C@H:25]4[C@H:33]([CH3:34])[O:32][C@H:31]([CH3:35])[CH2:30][N:26]42)[C:21](=[O:22])[NH:20][C:19](=[O:23])[NH:18][C:17]3=[O:24])=[CH:13][C:12]=1[C:36](=[N:43][OH:44])[C:37]1[CH:42]=[N:41][CH:40]=[CH:39][N:38]=1>>[F:29][C:28]1[C:11]2[O:44][N:43]=[C:36]([C:37]3[CH:42]=[N:41][CH:40]=[CH:39][N:38]=3)[C:12]=2[CH:13]=[C:14]2[C:27]=1[N:26]1[CH2:30][C@@H:31]([CH3:35])[O:32][C@@H:33]([CH3:34])[C@@H:25]1[C:16]1([C:21](=[O:22])[NH:20][C:19](=[O:23])[NH:18][C:17]1=[O:24])[CH2:15]2. Procedure details: Barbituric acid and (2R,4S,4aS)-rel-9,10-difluoro-8-[(hydroxyimino)(pyrazin-2-yl)methyl]-2,4-dimethyl-1,2,4,4a-tetrahydro-2′H,6H-spiro[1,4-oxazino[4,3-a]quinoline-5,5′-pyrimidine]-2′,4′,6′(1′H,3′H)-trione (Intermediate 583) were reacted using a method similar to the one described for the synthesis of Example 8. The reactants are NCCCCCCCC(=O)O (8-Aminocaprylic acid), ClC1=CC=C(S1)S(=O)(=O)Cl (5-chloro-2-thiophene sulphonyl chloride). Product: ClC1=CC=C(S1)S(=O)(=O)NCCCCCCCC(=O)O (8-(5-Chloro-2-thienylsulphonamido)octanoic Acid). RXN SMILES: [NH2:1][CH2:2][CH2:3][CH2:4][CH2:5][CH2:6][CH2:7][CH2:8][C:9]([OH:11])=[O:10].[Cl:12][C:13]1[S:17][C:16]([S:18](Cl)(=[O:20])=[O:19])=[CH:15][CH:14]=1>>[Cl:12][C:13]1[S:17][C:16]([S:18]([NH:1][CH2:2][CH2:3][CH2:4][CH2:5][CH2:6][CH2:7][CH2:8][C:9]([OH:11])=[O:10])(=[O:20])=[O:19])=[CH:15][CH:14]=1. Reported procedure: 8-Aminocaprylic acid (1.0 g, 0.006 mole) was treated with 5-chloro-2-thiophene sulphonyl chloride (1.37 g, 0.0063 mole) according to the method described in Example 4 to give the title compound after recrystallisation from isopropanol/water (1.39 g, m.p. 108°-9° C.). Reactants: CN1C=C(C=C1)C(C)=O (1-methyl-3-acetylpyrrole), ClS(=O)(=O)N=C=O (chlorosulfonyl isocyanate), C([O-])([O-])=O.[Na+].[Na+] (sodium carbonate), CN(C=O)C (dimethylformamide). Run in ClCCl (dichloromethane), O (water). Reaction conditions: time 30 minute. Product: C(C)(=O)C=1C=C(N(C1)C)C#N (4-acetyl-1-methyl-1H-pyrrole-2-carbonitrile). Yield: 51.9%. RXN SMILES: [CH3:1][N:2]1[CH:6]=[CH:5][C:4]([C:7](=[O:9])[CH3:8])=[CH:3]1.ClS([N:14]=[C:15]=O)(=O)=O.CN(C)C=O.C(=O)([O-])[O-].[Na+].[Na+]>ClCCl.O>[C:7]([C:4]1[CH:5]=[C:6]([C:15]#[N:14])[N:2]([CH3:1])[CH:3]=1)(=[O:9])[CH3:8] |f:3.4.5|. Procedure details: To a solution of 1-methyl-3-acetylpyrrole (4.0 g, 32.5 mmol) in dry dichloromethane (40 mL), under nitrogen at −78° C., was added chlorosulfonyl isocyanate (2.8 mL, 32.5 mmol) dropwise. The reaction warmed to room temperature over 2 h, and was then treated with dimethylformamide (8 mL). After 30 min, the reaction was poured into water, treated with a 1 N sodium carbonate solution (10 mL) and extracted with methylene chloride (2×50 mL). The combined organic layers were washed with water, dried (a... Reactants: C(OC(C)(C)C)(OC=1C=CC(=C2C=CC(NC12)=O)[C@H](CNC(CC1=CC(=CC=C1)C=O)(C)C)O[Si](C)(C)C(C)(C)C)=O ((R)-tert-Butyl 5-(1-(tert-butyldimethylsilyloxy)-2-(1-(3-formylphenyl)-2-methylpropan-2-ylamino)ethyl)-2-oxo-1,2-dihydroquinolin-8-yl carbonate), N (ammonia). Run in CO (methanol). Conditions: time 3 hour. Yields the product [Si](C)(C)(C(C)(C)C)O[C@@H](CNC(CC=1C=C(C=O)C=CC1)(C)C)C1=C2C=CC(NC2=C(C=C1)O)=O ((R)-3-(2-(2-(tert-Butyldimethylsilyloxy)-2-(8-hydroxy-2-oxo-1,2-dihydroquinolin-5-yl)ethylamino)-2-methylpropyl)benzaldehyde). Reaction SMILES: C(=O)([O:7][C:8]1[CH:9]=[CH:10][C:11]([C@@H:19]([O:34][Si:35]([C:38]([CH3:41])([CH3:40])[CH3:39])([CH3:37])[CH3:36])[CH2:20][NH:21][C:22]([CH3:33])([CH3:32])[CH2:23][C:24]2[CH:29]=[CH:28][CH:27]=[C:26]([CH:30]=[O:31])[CH:25]=2)=[C:12]2[C:17]=1[NH:16][C:15](=[O:18])[CH:14]=[CH:13]2)OC(C)(C)C.N>CO>[Si:35]([O:34][C@H:19]([C:11]1[CH:10]=[CH:9][C:8]([OH:7])=[C:17]2[C:12]=1[CH:13]=[CH:14][C:15](=[O:18])[NH:16]2)[CH2:20][NH:21][C:22]([CH3:33])([CH3:32])[CH2:23][C:24]1[CH:25]=[C:26]([CH:27]=[CH:28][CH:29]=1)[CH:30]=[O:31])([C:38]([CH3:39])([CH3:40])[CH3:41])([CH3:37])[CH3:36]. Procedure: A solution of (R)-tert-butyl 5-(1-(tert-butyldimethylsilyloxy)-2-(1-(3-formylphenyl)-2-methylpropan-2-ylamino)ethyl)-2-oxo-1,2-dihydroquinolin-8-yl carbonate (Example 275, step g) (0.42 g) in methanol (15 mL) was treated with ammonia (35% aqueous) (2 mL). The reaction mixture was allowed to stand for 3 hours at 20° C. The solvent was removed under a stream of nitrogen and the residue was partitioned between ethyl acetate and brine. The aqueous layer was extracted with ethyl acetate and the combi... The reactants are CC(C)N1CCNCC1, O=[N+]([O-])c1ccc(Cl)nc1, ClCCl, O. Product: CC(C)N1CCN(c2ccc([N+](=O)[O-])cn2)CC1. RXN SMILES: [CH:1]([CH3:2])([CH3:3])[N:4]1[CH2:5][CH2:6][NH:7][CH2:8][CH2:9]1.[Cl:10][c:11]1[n:12][cH:13][c:14]([N+:17](=[O:18])[O-:19])[cH:15][cH:16]1.[Cl:20][CH2:21][Cl:22].[OH2:23]>>[CH:1]([CH3:2])([CH3:3])[N:4]1[CH2:5][CH2:6][N:7]([c:11]2[n:12][cH:13][c:14]([N+:17](=[O:18])[O-:19])[cH:15][cH:16]2)[CH2:8][CH2:9]1. Starting materials: Cl, O=N[O-], Nc1cccc(C(=O)O)c1, [Na+]. The product is Cl, NNc1cccc(C(=O)O)c1. As a reaction SMILES: [ClH:15].[N:11]([O-:12])=[O:13].[NH2:1][c:2]1[cH:3][c:4]([C:5](=[O:6])[OH:7])[cH:8][cH:9][cH:10]1.[Na+:14]>>[ClH:15].[NH:1]([c:2]1[cH:3][c:4]([C:5](=[O:6])[OH:7])[cH:8][cH:9][cH:10]1)[NH2:11].